The task is: describe an organic reaction: reactants, conditions, products, and yield. This data is from the Open Reaction Database (ORD), a public repository of structured organic reaction records. The reactants are C[SiH](C)OCCCCCC(C=CC1C(CC#C[Si](C)(C)C)C(CO)CC1(O[SiH](C)C)C(C)(C)C)C(C)(C)C, CO, [Cl-], [NH4+]. Yields the product C#CCC1C(CO)CC(O[SiH](C)C)(C(C)(C)C)C1C=CC(CCCCCO[SiH](C)C)C(C)(C)C. RXN SMILES: [C:1]([CH3:2])([CH3:3])([CH3:4])[C:5]1([O:35][SiH:36]([CH3:37])[CH3:38])[CH:6]([CH:19]=[CH:20][CH:21]([CH2:22][CH2:23][CH2:24][CH2:25][CH2:26][O:27][SiH:28]([CH3:29])[CH3:30])[C:31]([CH3:32])([CH3:33])[CH3:34])[CH:7]([CH2:12][C:13]#[C:14][Si:15]([CH3:16])([CH3:17])[CH3:18])[CH:8]([CH2:10][OH:11])[CH2:9]1.[CH3:41][OH:42].[Cl-:39].[NH4+:40]>>[C:1]([CH3:2])([CH3:3])([CH3:4])[C:5]1([O:35][SiH:36]([CH3:37])[CH3:38])[CH:6]([CH:19]=[CH:20][CH:21]([CH2:22][CH2:23][CH2:24][CH2:25][CH2:26][O:27][SiH:28]([CH3:29])[CH3:30])[C:31]([CH3:32])([CH3:33])[CH3:34])[CH:7]([CH2:12][C:13]#[CH:14])[CH:8]([CH2:10][OH:11])[CH2:9]1. Reactants: O (water), CC(C(CC=1OC(=CC1)C(NC1=CC=CC=C1)=O)C1=CC2=C(C=C1)OCO2)N(C(=O)C(C(CC(=O)[O-])C(=O)[O-])O)CC2=CC1=CC=CC=C1C=C2.[Na+].[Na+] (disodium (3RS,4RS)-4-[N-[(1RS,2RS)-1-methyl-2-(3,4-methylenedioxyphenyl)-3-{5-(phenylcarbamoyl)-2-furyl}propyl]-N-(2-naphthylmethyl)carbamoyl]-3-carboxylato-4-hydroxybutanoate), OC(=C(CC(=O)O)C(=O)OC)C(N(CC1=CC2=CC=CC=C2C=C1)C(C(CC=1OC(=CC1)C(NC1=CC=CC=C1)=O)C1=CC2=C(C=C1)OCO2)C)=O (4-hydroxy-3-methoxycarbonyl-4-[N-[(1RS,2RS)-1-methyl-2-(3,4-methylenedioxyphenyl)-3-(5-(phenylcarbamoyl)-2-furyl}propyl]-N-(2-naphthylmethyl)carbamoyl]-3-butenoic acid), C(C=C)Br (allyl bromide). The solvent is CN(C=O)C (dimethylformamide). Conditions: time 3 day. Yields the product C(C=C)OC(=O)C(CC(=O)O)=C(C(N(CC1=CC2=CC=CC=C2C=C1)C(C(CC=1OC(=CC1)C(NC1=CC=CC=C1)=O)C1=CC2=C(C=C1)OCO2)C)=O)O (3-allyloxycarbonyl-4-hydroxy-4-[N-[(1RS,2RS)-1-methyl-2-(3,4-methylenedioxyphenyl)-3-{5-(phenylcarbamoyl)-2-furyl}propyl]-N-(2-naphthylmethyl)carbamoyl]-3-butenoic acid). Isolated yield 2.4%. RXN SMILES: [CH3:1][CH:2]([N:28]([CH2:41][C:42]1[CH:51]=[CH:50][C:49]2[C:44](=[CH:45][CH:46]=[CH:47][CH:48]=2)[CH:43]=1)[C:29]([CH:31]([OH:40])[CH:32]([C:37]([O-:39])=[O:38])[CH2:33][C:34]([O-:36])=[O:35])=[O:30])[CH:3]([C:19]1[CH:24]=[CH:23][C:22]2[O:25][CH2:26][O:27][C:21]=2[CH:20]=1)[CH2:4][C:5]1[O:6][C:7]([C:10](=[O:18])[NH:11][C:12]2[CH:17]=[CH:16][CH:15]=[CH:14][CH:13]=2)=[CH:8][CH:9]=1.[Na+].[Na+].O[C:55]([C:65](=O)N(C(C)C(C1C=CC2OCOC=2C=1)CC1OC(C(=O)NC2C=CC=CC=2)=CC=1)CC1C=CC2C(=CC=CC=2)C=1)=[C:56](C(OC)=O)CC(O)=O.C(Br)C=C.O>CN(C)C=O>[CH2:65]([O:38][C:37]([C:32](=[C:31]([OH:40])[C:29](=[O:30])[N:28]([CH:2]([CH3:1])[CH:3]([C:19]1[CH:24]=[CH:23][C:22]2[O:25][CH2:26][O:27][C:21]=2[CH:20]=1)[CH2:4][C:5]1[O:6][C:7]([C:10](=[O:18])[NH:11][C:12]2[CH:17]=[CH:16][CH:15]=[CH:14][CH:13]=2)=[CH:8][CH:9]=1)[CH2:41][C:42]1[CH:51]=[CH:50][C:49]2[C:44](=[CH:45][CH:46]=[CH:47][CH:48]=2)[CH:43]=1)[CH2:33][C:34]([OH:36])=[O:35])=[O:39])[CH:55]=[CH2:56] |f:0.1.2|. Procedure: 80 mg of disodium (3RS,4RS)-4-[N-[(1RS,2RS)-1-methyl-2-(3,4-methylenedioxyphenyl)-3-{5-(phenylcarbamoyl)-2-furyl}propyl]-N-(2-naphthylmethyl)carbamoyl]-3-carboxylato-4-hydroxybutanoate as the starting material of Example 28, was dissolved in 2 ml of dimethylformamide, and 37 μl of allyl bromide was added thereto, followed by stirring at room temperature for 3 days. The reaction solution was poured into water and extracted with ethyl ether and then dried over anhydrous magnesium sulfate. The dryi...